From a dataset of the Open Reaction Database (ORD), a public repository of structured organic reaction records. describe an organic reaction: reactants, conditions, products, and yield The reactants are [BH3-]C#N, CC(=O)[O-], COc1ccc(CC(C)=O)cc1OC, CC(=O)[O-], CC(=O)O, CO, [NH4+], [Na+], [Na+]. The product is COc1ccc(CC(C)N)cc1OC. As a reaction SMILES: [C:25](#[N:26])[BH3-:27].[CH3:16][C:17](=[O:18])[O-:19].[CH3:1][O:2][c:3]1[cH:4][c:5]([CH2:11][C:12]([CH3:13])=[O:14])[cH:6][cH:7][c:8]1[O:9][CH3:10].[CH3:21][C:22](=[O:23])[O-:24].[CH3:29][C:30](=[O:31])[OH:32].[CH3:33][OH:34].[NH4+:15].[Na+:20].[Na+:28]>>[CH3:1][O:2][c:3]1[cH:4][c:5]([CH2:11][CH:12]([CH3:13])[NH2:26])[cH:6][cH:7][c:8]1[O:9][CH3:10]. RXN SMILES: [CH3:1][c:2]1[o:3][c:4]([CH3:10])[c:5]([CH2:7][CH2:8][OH:9])[n:6]1.[CH3:24][N:25]([CH3:26])[CH:27]=[O:28].[F:11][c:12]1[cH:13][cH:14][c:15]([N+:18](=[O:19])[O-:20])[cH:16][cH:17]1.[H-:21].[Na+:22].[OH2:23]>>[CH3:1][c:2]1[o:3][c:4]([CH3:10])[c:5]([CH2:7][CH2:8][O:9][c:12]2[cH:13][cH:14][c:15]([N+:18](=[O:19])[O-:20])[cH:16][cH:17]2)[n:6]1. Yields the product Cc1nc(CCOc2ccc([N+](=O)[O-])cc2)c(C)o1. The reactants are Cc1nc(CCO)c(C)o1, CN(C)C=O, O=[N+]([O-])c1ccc(F)cc1, [H-], [Na+], O. The reactants are CCOC(=O)C1CCNCC1, Cc1ccccc1, CC(C)(C)[O-], CCOC(C)=O, Fc1ccc(Cl)nc1, [Na+], O, c1ccc(P(c2ccccc2)c2ccc3ccccc3c2-c2c(P(c3ccccc3)c3ccccc3)ccc3ccccc23)cc1. The product is CCOC(=O)C1CCN(c2ccc(F)cn2)CC1. As a reaction SMILES: [CH2:1]([CH3:2])[O:3][C:4](=[O:5])[CH:6]1[CH2:7][CH2:8][NH:9][CH2:10][CH2:11]1.[CH3:20][c:21]1[cH:22][cH:23][cH:24][cH:25][cH:26]1.[CH3:27][C:28]([CH3:29])([O-:30])[CH3:31].[CH3:79][CH2:80][O:81][C:82]([CH3:83])=[O:84].[Cl:12][c:13]1[n:14][cH:15][c:16]([F:19])[cH:17][cH:18]1.[Na+:32].[OH2:85].[cH:33]1[cH:34][cH:35][c:36]([P:37]([c:38]2[cH:39][cH:40][c:41]3[c:42]([cH:43][cH:44][cH:45][cH:46]3)[c:47]2-[c:48]2[c:49]3[c:50]([cH:51][cH:52][cH:53][cH:54]3)[cH:55][cH:56][c:57]2[P:58]([c:59]2[cH:60][cH:61][cH:62][cH:63][cH:64]2)[c:65]2[cH:66][cH:67][cH:68][cH:69][cH:70]2)[c:71]2[cH:72][cH:73][cH:74][cH:75][cH:76]2)[cH:77][cH:78]1>>[CH2:1]([CH3:2])[O:3][C:4](=[O:5])[CH:6]1[CH2:7][CH2:8][N:9]([c:13]2[n:14][cH:15][c:16]([F:19])[cH:17][cH:18]2)[CH2:10][CH2:11]1.